Dataset: the Open Reaction Database (ORD), a public repository of structured organic reaction records. Task: describe an organic reaction: reactants, conditions, products, and yield Starting materials: Br, CCCCc1ccc(CO)cc1, ClCCl, O. Product: CCCCc1ccc(CBr)cc1. RXN SMILES: [BrH:1].[CH2:2]([CH2:3][CH2:4][CH3:5])[c:6]1[cH:7][cH:8][c:9]([CH2:12][OH:13])[cH:10][cH:11]1.[Cl:15][CH2:16][Cl:17].[OH2:14]>>[Br:1][CH2:12][c:9]1[cH:8][cH:7][c:6]([CH2:2][CH2:3][CH2:4][CH3:5])[cH:11][cH:10]1.